This data is from the Open Reaction Database (ORD), a public repository of structured organic reaction records. The task is: describe an organic reaction: reactants, conditions, products, and yield Reactants: CCOC(=O)CCCCCOc1ncnc2oc(-c3ccccc3)c(-c3ccc(OC)cc3)c12, C1CCOC1, Cl, [Na+], [OH-]. Product: COc1ccc(-c2c(-c3ccccc3)oc3ncnc(OCCCCCC(=O)O)c23)cc1. As a reaction SMILES: [CH2:1]([CH3:2])[O:3][C:4]([CH2:5][CH2:6][CH2:7][CH2:8][CH2:9][O:10][c:11]1[c:12]2[c:13]([n:14][cH:15][n:16]1)[o:17][c:18](-[c:28]1[cH:29][cH:30][cH:31][cH:32][cH:33]1)[c:19]2-[c:20]1[cH:21][cH:22][c:23]([O:26][CH3:27])[cH:24][cH:25]1)=[O:34].[CH2:38]1[O:39][CH2:40][CH2:41][CH2:42]1.[ClH:37].[Na+:36].[OH-:35]>>[O:3]=[C:4]([CH2:5][CH2:6][CH2:7][CH2:8][CH2:9][O:10][c:11]1[c:12]2[c:13]([n:14][cH:15][n:16]1)[o:17][c:18](-[c:28]1[cH:29][cH:30][cH:31][cH:32][cH:33]1)[c:19]2-[c:20]1[cH:21][cH:22][c:23]([O:26][CH3:27])[cH:24][cH:25]1)[OH:34]. Starting materials: CN(C)C=O, Cc1cc(-c2nc3ccc([N+](=O)[O-])cc3c(=O)[nH]2)cc(C)c1O. Yields the product Cc1cc(-c2nc3ccc(N)cc3c(=O)[nH]2)cc(C)c1O. RXN SMILES: [O:24]=[CH:25][N:26]([CH3:27])[CH3:28].[OH:1][c:2]1[c:3]([CH3:23])[cH:4][c:5](-[c:9]2[n:10][c:11]3[cH:12][cH:13][c:14]([N+:20]([O-:21])=[O:22])[cH:15][c:16]3[c:17](=[O:19])[nH:18]2)[cH:6][c:7]1[CH3:8]>>[OH:1][c:2]1[c:3]([CH3:23])[cH:4][c:5](-[c:9]2[n:10][c:11]3[cH:12][cH:13][c:14]([NH2:20])[cH:15][c:16]3[c:17](=[O:19])[nH:18]2)[cH:6][c:7]1[CH3:8]. Starting materials: ClC1=C(C(=O)O)C=C(C(=C1)F)C1=NN(C(=C1Cl)OC(F)F)C (2-chloro-5-(4-chloro-5-difluoromethoxy-1-methyl-1H-pyrazol-3-yl)-4-fluorobenzoic acid), C(C(=O)Cl)(=O)Cl (oxalyl chloride). Reagents/catalysts: CN(C=O)C (dimethylformamide). Solvent: C1(=CC=CC=C1)C (toluene). Reaction conditions: time 30 minute. Product: ClC1=C(C(=O)Cl)C=C(C(=C1)F)C1=NN(C(=C1Cl)OC(F)F)C (2-Chloro-5-(4-chloro-5-difluoromethoxy-1-methyl-1H-pyrazol-3-yl)-4-fluorobenzoyl chloride). Reaction SMILES: [Cl:1][C:2]1[CH:10]=[C:9]([F:11])[C:8]([C:12]2[C:16]([Cl:17])=[C:15]([O:18][CH:19]([F:21])[F:20])[N:14]([CH3:22])[N:13]=2)=[CH:7][C:3]=1[C:4](O)=[O:5].C(Cl)(=O)C([Cl:26])=O>C1(C)C=CC=CC=1.CN(C)C=O>[Cl:1][C:2]1[CH:10]=[C:9]([F:11])[C:8]([C:12]2[C:16]([Cl:17])=[C:15]([O:18][CH:19]([F:21])[F:20])[N:14]([CH3:22])[N:13]=2)=[CH:7][C:3]=1[C:4]([Cl:26])=[O:5]. Procedure details: A solution of 8 g (22 mmol) of 2-chloro-5-(4-chloro-5-difluoromethoxy-1-methyl-1H-pyrazol-3-yl)-4-fluorobenzoic acid in 100 ml of toluene was treated with 1 drop of dimethylformamide and 8.6 g (67 mmol) of oxalyl chloride. After the mixture had been stirred for 30 minutes at reflux temperature, it was cooled and concentrated. Yield: quantitative. Starting materials: N1(CCCCCC1)CCO (2-azepan-1-ylethanol), [H-].[Na+] (sodium hydride), O (Water), BrC1=NC=C(C=C1)Br (2,5-dibromopyridine). Run in CN(C=O)C (N,N-dimethylformamide). Conditions: time 1 hour. Yields the product BrC=1C=CC(=NC1)OCCN1CCCCCC1 (1-[2-(5-Bromopyridin-2-yloxy)ethyl]azepane). Isolated yield 96.1%. RXN SMILES: [N:1]1([CH2:8][CH2:9][OH:10])[CH2:7][CH2:6][CH2:5][CH2:4][CH2:3][CH2:2]1.[H-].[Na+].Br[C:14]1[CH:19]=[CH:18][C:17]([Br:20])=[CH:16][N:15]=1.O>CN(C)C=O>[Br:20][C:17]1[CH:18]=[CH:19][C:14]([O:10][CH2:9][CH2:8][N:1]2[CH2:7][CH2:6][CH2:5][CH2:4][CH2:3][CH2:2]2)=[N:15][CH:16]=1 |f:1.2|. Procedure details: To a solution of 2-azepan-1-ylethanol (5.0 g) in N,N-dimethylformamide (100 ml) was added 60% sodium hydride (1.5 g) under a nitrogen atmosphere, the solution was stirred for 1 hour at room temperature, 2,5-dibromopyridine (7.5 g) was then added thereto followed by stirring for 4.5 hours at room temperature. Water was added thereto followed by stirring, the solution was extracted with ethyl acetate, then sequentially washed with water and brine, dried over anhydrous magnesium sulfate, and then t... RXN SMILES: [C:29](=[O:30])([O-:31])[O-:32].[CH3:1][I:2].[Cl:3][c:4]1[n:5][cH:6][cH:7][c:8]([NH:10][c:11]2[c:12]3[cH:13][n:14][n:15]([CH2:20][c:21]4[cH:22][cH:23][c:24]([O:27][CH3:28])[cH:25][cH:26]4)[c:16]3[cH:17][cH:18][cH:19]2)[n:9]1.[K+:33].[K+:34].[O:35]=[CH:36][N:37]([CH3:38])[CH3:39]>>[Cl:3][c:4]1[n:5][cH:6][cH:7][c:8]([N:10]([c:11]2[c:12]3[cH:13][n:14][n:15]([CH2:20][c:21]4[cH:22][cH:23][c:24]([O:27][CH3:28])[cH:25][cH:26]4)[c:16]3[cH:17][cH:18][cH:19]2)[CH3:29])[n:9]1. Reactants: O=C([O-])[O-], CI, COc1ccc(Cn2ncc3c(Nc4ccnc(Cl)n4)cccc32)cc1, [K+], [K+], CN(C)C=O. Product: COc1ccc(Cn2ncc3c(N(C)c4ccnc(Cl)n4)cccc32)cc1.